This data is from the Open Reaction Database (ORD), a public repository of structured organic reaction records. The task is: describe an organic reaction: reactants, conditions, products, and yield Starting materials: C(C)#N (acetonitrile), C(C)#N (acetonitrile), C(C)(=O)[O-].[NH4+] (ammonium acetate), C(C)#N (acetonitrile), C(C)(=O)[O-].[NH4+] (ammonium acetate), C(C)#N (acetonitrile), molten, O1P2OP3OP1OP(O2)O3 (P4O6), C(C)#N (acetonitrile). The solvent is C(C)(=O)O (acetic acid), C(C)O.O (ethanol water), C(C)#N.C(C)(=O)O (acetonitrile acetic acid), C(C)(=O)O (acetic acid), C(C)(=O)O (acetic acid). Conditions: temperature 80 celsius. The product is NC(C)(P(O)(=O)O)P(O)(=O)O (1-aminoethane-1,1-diphosphonic acid). Yield: 66.0%. As a reaction SMILES: C([O-])(=O)C.[NH4+].[C:6](#[N:8])[CH3:7].O1P2[O:15][P:16]3[O:18]P(O2)OP1[O:17]3>C(O)C.O.C(O)(=O)C.C(#N)C.C(O)(=O)C>[NH2:8][C:6]([P:16]([OH:15])(=[O:17])[OH:18])([P:16]([OH:18])(=[O:15])[OH:17])[CH3:7] |f:0.1,4.5,7.8|. Procedure: 48.8 g (0.63 mol) ammonium acetate was suspended in 68 g (1.66 mols) acetonitrile in a flask which was scavenged with nitrogen, provided with an agitator and had a fractionating column mounted thereon, and the suspension was heated to about 80° C. under reflux. Next, 46.4 g (0.21 mol) molten P4O6 was added dropwise to the boiling mixture, the temperature being maintained at 80°-90° C. While the temperature was gradually increased to 160° C., 85.1 g distillate containing 91.5% acetonitrile and 8.... Reactants: C([C@H](O)[C@@H](O)[C@H](O)CO)O (D-xylitol), CC=1C=C(C=O)C=CC1C (3,4-dimethylbenzaldehyde), S(O)(O)(=O)=O (sulfuric acid), CC=1C=C(C=C([C@H](O)[C@@H](O)[C@H](O)CO)O)C=CC1C (mono(3,4-dimethylbenzylidene)-D-xylitol). Run at temperature 21 celsius, time 6 hour. The product is CC=1C=C(C=C([C@H]([C@@H]([C@H](C(O)=CC2=CC(=C(C=C2)C)C)O)O)O)O)C=CC1C (bis(3,4-dimethylbenzylidene)-D-xylitol). The yield is 0.5%. Reaction SMILES: C(O)[C@@H]([C@H]([C@@H](CO)O)O)O.[CH3:11][C:12]1[CH:13]=[C:14]([CH:17]=[CH:18][C:19]=1[CH3:20])[CH:15]=O.S(=O)(=O)(O)O.[CH3:26][C:27]1[CH:28]=[C:29]([CH:41]=[CH:42][C:43]=1[CH3:44])[CH:30]=[C:31]([OH:40])[C@@H:32]([C@H:34]([C@@H:36]([CH2:38][OH:39])[OH:37])[OH:35])[OH:33]>>[CH3:11][C:12]1[CH:13]=[C:14]([CH:17]=[CH:18][C:19]=1[CH3:20])[CH:15]=[C:38]([OH:39])[C@@H:36]([OH:37])[C@H:34]([OH:35])[C@@H:32]([OH:33])[C:31](=[CH:30][C:29]1[CH:41]=[CH:42][C:43]([CH3:44])=[C:27]([CH3:26])[CH:28]=1)[OH:40]. Procedure details: A 500 ml four-necked flask was charged with a 70 wt % aqueous solution of 120 g (0.55 mole) of D-xylitol, 73.7 g (0.55 mole) of 3,4-dimethylbenzaldehyde and 12 g of 50 wt % sulfuric acid. The air inside the system was replaced with nitrogen gas. The contents of the flask were stirred at a temperature of 21° C. for 6 hours. The obtained reaction mixture was analyzed by GC. It was found that mono(3,4-dimethylbenzylidene)-D-xylitol was produced in a yield of 70% and 0.5% or less of bis(3,4-dimethyl... Reactants: C(C)C1(CCN(CC1)C(=O)OC(C)(C)C)C(=O)OCC (1-tert-butyl 4-ethyl 4-ethylpiperidine-1,4-dicarboxylate), [OH-].[K+] (potassium hydroxide), Cl (HCl). Run in O (water), C(C)O (ethanol). The product is C(C)(C)(C)OC(=O)N1CCC(CC1)(C(=O)O)CC (1-(tert-butoxycarbonyl)-4-ethylpiperidine-4-carboxylic acid). The yield is 90.9%. As a reaction SMILES: [CH2:1]([C:3]1([C:16]([O:18]CC)=[O:17])[CH2:8][CH2:7][N:6]([C:9]([O:11][C:12]([CH3:15])([CH3:14])[CH3:13])=[O:10])[CH2:5][CH2:4]1)[CH3:2].[OH-].[K+].Cl>C(O)C.O>[C:12]([O:11][C:9]([N:6]1[CH2:7][CH2:8][C:3]([CH2:1][CH3:2])([C:16]([OH:18])=[O:17])[CH2:4][CH2:5]1)=[O:10])([CH3:15])([CH3:14])[CH3:13] |f:1.2|. Procedure: To a stirred solution of 1-tert-butyl 4-ethyl 4-ethylpiperidine-1,4-dicarboxylate (Intermediate 21-step 2, 10.0 g, 63.69. mmol) in 50 ml ethanol was added potassium hydroxide (8.0 g, 95.5 mmol) and the contents were refluxed for 16 hours. Upon completion of the reaction (monitored by TLC), the reaction mixture was diluted with water, acidified with 5% HCl and extracted with DCM. The organic layer was dried over Na2SO4 and concentrated under reduced pressure to furnish the title compound (8.2 g) ... Isolated yield 46.0%. RXN SMILES: [Cl:1][C:2]1[C:3]([C:12]2[C:17]([CH3:18])=[CH:16][CH:15]=[CH:14][N:13]=2)=[N:4][C:5](S(C)(=O)=O)=[N:6][CH:7]=1.ClC1C(C2C(C)=CC=CN=2)=NC(S(C)=O)=NC=1.[CH3:36][S:37]([CH2:40][CH:41]1[CH2:46][CH2:45][NH:44][CH2:43][CH2:42]1)(=[O:39])=[O:38].[F-].[Cs+]>CS(C)=O.O.CCOC(C)=O.CO.C(Cl)Cl>[Cl:1][C:2]1[C:3]([C:12]2[C:17]([CH3:18])=[CH:16][CH:15]=[CH:14][N:13]=2)=[N:4][C:5]([N:44]2[CH2:45][CH2:46][CH:41]([CH2:40][S:37]([CH3:36])(=[O:39])=[O:38])[CH2:42][CH2:43]2)=[N:6][CH:7]=1 |f:3.4|. Starting materials: ClC=1C(=NC(=NC1)S(=O)(=O)C)C1=NC=CC=C1C (5-chloro-4-(3-methylpyridin-2-yl)-2-(methylsulfonyl)pyrimidine), ClC=1C(=NC(=NC1)S(=O)C)C1=NC=CC=C1C (5-chloro-4-(3-methylpyridin-2-yl)-2-(methylsulfinyl)pyrimidine), CS(=O)(=O)CC1CCNCC1 (4-(methylsulfonylmethyl)piperidine), [F-].[Cs+] (CsF). Run at temperature 100 celsius. Yields the product ClC=1C(=NC(=NC1)N1CCC(CC1)CS(=O)(=O)C)C1=NC=CC=C1C (5-chloro-4-(3-methylpyridin-2-yl)-2-(4-(methylsulfonylmethyl)piperidin-1-yl)pyrimidine). Procedure details: To a mixture of 5-chloro-4-(3-methylpyridin-2-yl)-2-(methylsulfonyl)pyrimidine and 5-chloro-4-(3-methylpyridin-2-yl)-2-(methylsulfinyl)pyrimidine (300 mg, 1.05 mmol) in DMSO (15 mL) was added 4-(methylsulfonylmethyl)piperidine (440 mg, 1.65 mmol) and CsF (640 mg, 4.2 mmol). The resulting mixture was heated at 100° C. at microwave for 30 min. TLC (CH2Cl2:MeOH=10:1) indicated that the reaction was complete. The mixture was then treated with EtOAc (50 mL) and H2O (50 mL). The layers were separated ... The solvent is O (H2O), CCOC(=O)C (EtOAc), CO (MeOH), C(Cl)Cl (CH2Cl2), CS(=O)C (DMSO). The reactants are [F-].C(CCC)[N+](CCCC)(CCCC)CCCC (Tetrabutylammonium fluoride), C(C1=CC=CC=C1)O[C@H]1[C@@H]2[C@@H](O[C@@]1(CO[Si](C1=CC=CC=C1)(C1=CC=CC=C1)C(C)(C)C)CO2)N2C=NC=1C(NCC3=CC=CC=C3)=NC=NC21 (3′-O-benzyl-5′-O-t-butyldiphenylsilyl-2′-O,4′-C-methylene-N6-benzyladenosine), O1CCCC1 (tetrahydrofuran). Conditions: time 25 minute. Reaction SMILES: [F-].C([N+](CCCC)(CCCC)CCCC)CCC.[CH2:19]([O:26][C@@H:27]1[C@@:31]2([CH2:51][O:52][C@H:28]1[C@H:29]([N:53]1[C:69]3[N:68]=[CH:67][N:66]=[C:57]([NH:58][CH2:59][C:60]4[CH:65]=[CH:64][CH:63]=[CH:62][CH:61]=4)[C:56]=3[N:55]=[CH:54]1)[O:30]2)[CH2:32][O:33][Si](C(C)(C)C)(C1C=CC=CC=1)C1C=CC=CC=1)[C:20]1[CH:25]=[CH:24][CH:23]=[CH:22][CH:21]=1.[O:70]1CCCC1>>[CH2:19]([O:26][C@@H:27]1[C@@:31]2([CH2:51][O:52][C@H:28]1[C@H:29]([N:53]1[C:69]3[N:68]=[CH:67][N:66]=[C:57]([NH:58][C:59](=[O:70])[C:60]4[CH:61]=[CH:62][CH:63]=[CH:64][CH:65]=4)[C:56]=3[N:55]=[CH:54]1)[O:30]2)[CH2:32][OH:33])[C:20]1[CH:21]=[CH:22][CH:23]=[CH:24][CH:25]=1 |f:0.1|. Reported procedure: Tetrabutylammonium fluoride (1.0 M in THF, 1.0 ml, 1.0 mmol) was added, at room temperature, to a tetrahydrofuran solution (7.0 ml) of Compound 42 (173.6 mg, 0.244 mmol), and the mixture was stirred for 25 minutes at room temperature. The reaction mixture was distilled under reduced pressure, and the resulting crude product was purified by silica gel column chromatography (CHCl3-MeOH, 15:1) to obtain a white powder, Compound 43 (115.4 mg, 0.244 mmol, quant.). Product: C(C1=CC=CC=C1)O[C@H]1[C@@H]2[C@@H](O[C@@]1(CO)CO2)N2C=NC=1C(NC(C3=CC=CC=C3)=O)=NC=NC21 (3′-O-benzyl-2′-O,4′-C-methylene-N6-benzoyladenosine). RXN SMILES: [CH3:1][O:2][C:3]([C:5]1[C:10]([NH2:11])=[CH:9][C:8]([C:12]([F:15])([F:14])[F:13])=[C:7](Br)[N:6]=1)=[O:4].C([Sn](CCCC)(CCCC)[C:22]1[O:23][CH:24]=[CH:25][N:26]=1)CCC>O1CCOCC1.C1C=CC([P]([Pd]([P](C2C=CC=CC=2)(C2C=CC=CC=2)C2C=CC=CC=2)([P](C2C=CC=CC=2)(C2C=CC=CC=2)C2C=CC=CC=2)[P](C2C=CC=CC=2)(C2C=CC=CC=2)C2C=CC=CC=2)(C2C=CC=CC=2)C2C=CC=CC=2)=CC=1>[NH2:11][C:10]1[C:5]([C:3]([O:2][CH3:1])=[O:4])=[N:6][C:7]([C:22]2[O:23][CH:24]=[CH:25][N:26]=2)=[C:8]([C:12]([F:15])([F:14])[F:13])[CH:9]=1 |^1:44,46,65,84|. Run in O1CCOCC1 (dioxane). The product is NC=1C(=NC(=C(C1)C(F)(F)F)C=1OC=CN1)C(=O)OC (Methyl 3-amino-6-(oxazol-2-yl)-5-(trifluoromethyl)picolinate). Procedure details: A solution of 3-amino-6-bromo-5-trifluoromethyl-pyridine-2-carboxylic acid methyl ester (Intermediate A4) (500 mg, 1.672 mmol), 2-(tributylstannyl)oxazole (0.704 ml, 3.34 mmol) and tetrakis(triphenylphosphine)palladium(0) (193 mg, 0.167 mmol) in dioxane (10 ml) was heated at reflux for 13 hours. After cooling to room temperature over 8 hours, the solvent was evaporated and the resulting residue triturated with hot methanol to remove a yellow solid impurity. The remaining crude material was used ... The reactants are COC(=O)C1=NC(=C(C=C1N)C(F)(F)F)Br (3-Amino-6-bromo-5-trifluoromethyl-pyridine-2-carboxylic acid methyl ester), COC(=O)C1=NC(=C(C=C1N)C(F)(F)F)Br (3-Amino-6-bromo-5-trifluoromethyl-pyridine-2-carboxylic acid methyl ester), C(CCC)[Sn](C=1OC=CN1)(CCCC)CCCC (2-(tributylstannyl)oxazole). The reagents and catalysts are C=1C=CC(=CC1)[P](C=2C=CC=CC2)(C=3C=CC=CC3)[Pd]([P](C=4C=CC=CC4)(C=5C=CC=CC5)C=6C=CC=CC6)([P](C=7C=CC=CC7)(C=8C=CC=CC8)C=9C=CC=CC9)[P](C=1C=CC=CC1)(C=1C=CC=CC1)C=1C=CC=CC1 (tetrakis(triphenylphosphine)palladium(0)). The reactants are IC=1C=C2C(NC=NC2=CC1)=O (6-Iodoquinazolin-4-one), [Cu]C#N (copper (I) cyanide). Run in CN1C(CCC1)=O (1-methyl-2-pyrrolidinone). Conditions: temperature 170 celsius, time 1.5 hour. Product: C(#N)C=1C=C2C(NC=NC2=CC1)=O (6-Cyanoquinazolin-4-one). The yield is 36.4%. RXN SMILES: I[C:2]1[CH:3]=[C:4]2[C:9](=[CH:10][CH:11]=1)[N:8]=[CH:7][NH:6][C:5]2=[O:12].[Cu][C:14]#[N:15]>CN1CCCC1=O>[C:14]([C:2]1[CH:3]=[C:4]2[C:9](=[CH:10][CH:11]=1)[N:8]=[CH:7][NH:6][C:5]2=[O:12])#[N:15]. Procedure details: 6-Iodoquinazolin-4-one (10 g) in 1-methyl-2-pyrrolidinone (50 ml) was treated with copper (I) cyanide (4.28 g) at 206° C. under N2 for 16 hours. The resulting mixture was cooled to 170° C. and the methyl-2-pyrrolidinone removed by vacuum distillation. Potassium cyanide (2.4 g) in water (30 ml) and ethyl acetate (150 ml) were added to the cooled residue and heating continued at 110° C. for 1.5 hours. This mixture was then filtered hot through a pad of celite and the filter cake washed thoroughly ... The reactants are ClC1=NC(=C(C(=C1[N+](=O)[O-])NCCCCCCO)C)C (6-[(2-chloro-5,6-dimethyl-3-nitropyridin-4-yl)amino]hexan-1-ol), [O-]C1=CC=CC=C1.[Na+] (sodium phenoxide). Yields the product CC1=NC(=C(C(=C1C)NCCCCCCO)[N+](=O)[O-])OC1=CC=CC=C1 (6-[(2,3-dimethyl-5-nitro-6-phenoxypyridin-4-yl)amino]hexan-1-ol). Reaction SMILES: Cl[C:2]1[C:7]([N+:8]([O-:10])=[O:9])=[C:6]([NH:11][CH2:12][CH2:13][CH2:14][CH2:15][CH2:16][CH2:17][OH:18])[C:5]([CH3:19])=[C:4]([CH3:20])[N:3]=1.[O-:21][C:22]1[CH:27]=[CH:26][CH:25]=[CH:24][CH:23]=1.[Na+]>>[CH3:20][C:4]1[C:5]([CH3:19])=[C:6]([NH:11][CH2:12][CH2:13][CH2:14][CH2:15][CH2:16][CH2:17][OH:18])[C:7]([N+:8]([O-:10])=[O:9])=[C:2]([O:21][C:22]2[CH:27]=[CH:26][CH:25]=[CH:24][CH:23]=2)[N:3]=1 |f:1.2|. Reported procedure: Using the general method of Example 90 Part B, 6-[(2-chloro-5,6-dimethyl-3-nitropyridin-4-yl)amino]hexan-1-ol (14.00 g, 46.39 mmol) was reacted with sodium phenoxide to provide 12.40 g of 6-[(2,3-dimethyl-5-nitro-6-phenoxypyridin-4-yl)amino]hexan-1-ol as a yellow powder. Starting materials: CO, Fc1ccc(C(c2ccccc2F)C(Cl)n2cncn2)cc1, [I-], [K+], O. Yields the product Fc1ccc(C(=Cn2cncn2)c2ccccc2F)cc1. Reaction SMILES: [CH3:26][OH:27].[Cl:3][CH:4]([CH:5]([c:6]1[cH:7][cH:8][c:9]([F:12])[cH:10][cH:11]1)[c:13]1[c:14]([F:19])[cH:15][cH:16][cH:17][cH:18]1)[n:20]1[n:21][cH:22][n:23][cH:24]1.[I-:2].[K+:1].[OH2:25]>>[CH:4](=[C:5]([c:6]1[cH:7][cH:8][c:9]([F:12])[cH:10][cH:11]1)[c:13]1[c:14]([F:19])[cH:15][cH:16][cH:17][cH:18]1)[n:20]1[n:21][cH:22][n:23][cH:24]1.